From a dataset of the Open Reaction Database (ORD), a public repository of structured organic reaction records. describe an organic reaction: reactants, conditions, products, and yield Reaction SMILES: [CH2:29]([N:30]([CH:31]([CH3:32])[CH3:33])[CH:34]([CH3:35])[CH3:36])[CH3:37].[CH3:1][O:2][c:3]1[cH:4][c:5]([C:6](=[O:7])[OH:8])[cH:9][cH:10][c:11]1[NH:12][c:13]1[n:14][cH:15][c:16]2[c:17]([n:28]1)[N:18]1[CH2:19][CH2:20][CH2:21][CH:22]1[CH2:23][C:24](=[O:27])[N:25]2[CH3:26].[CH3:46][N:47]([CH3:48])[CH:49]=[O:50].[NH2:38][CH:39]1[CH2:40][CH2:41][N:42]([CH3:45])[CH2:43][CH2:44]1.[Na+:51].[Na+:52].[O-:53][C:54](=[O:55])[O-:56]>>[CH3:1][O:2][c:3]1[cH:4][c:5]([C:6](=[O:8])[NH:38][CH:39]2[CH2:40][CH2:41][N:42]([CH3:45])[CH2:43][CH2:44]2)[cH:9][cH:10][c:11]1[NH:12][c:13]1[n:14][cH:15][c:16]2[c:17]([n:28]1)[N:18]1[CH2:19][CH2:20][CH2:21][CH:22]1[CH2:23][C:24](=[O:27])[N:25]2[CH3:26]. The reactants are CCN(C(C)C)C(C)C, COc1cc(C(=O)O)ccc1Nc1ncc2c(n1)N1CCCC1CC(=O)N2C, CN(C)C=O, CN1CCC(N)CC1, [Na+], [Na+], O=C([O-])[O-]. The product is COc1cc(C(=O)NC2CCN(C)CC2)ccc1Nc1ncc2c(n1)N1CCCC1CC(=O)N2C. The reactants are O=C1NC2=CC=C(C=C2C1)C(=O)O (2-oxo-2,3-dihydro-1H-indole-5-carboxylic acid), O=C1NCCC=2C1=CNC2C=O (4-oxo-4,5,6,7-tetrahydro-2H-pyrrolo[3,4-c]pyridine-1-carbaldehyde), N1CCCCC1 (piperidine). The solvent is C(C)O (ethanol). Conditions: temperature 80 celsius. Yields the product O=C1NC2=CC=C(C=C2C1=CC=1NC=C2C(NCCC21)=O)C(=O)O (2-Oxo-3-(4-oxo-4,5,6,7-tetrahydro-2H-pyrrolo[3,4-c]pyridin-1-ylmethylene)-2,3-dihydro-1H-indole-5-carboxylic Acid). Yield: 24.7%. RXN SMILES: [O:1]=[C:2]1[CH2:10][C:9]2[C:4](=[CH:5][CH:6]=[C:7]([C:11]([OH:13])=[O:12])[CH:8]=2)[NH:3]1.[O:14]=[C:15]1[C:20]2=[CH:21][NH:22][C:23]([CH:24]=O)=[C:19]2[CH2:18][CH2:17][NH:16]1.N1CCCCC1>C(O)C>[O:1]=[C:2]1[C:10](=[CH:24][C:23]2[NH:22][CH:21]=[C:20]3[C:19]=2[CH2:18][CH2:17][NH:16][C:15]3=[O:14])[C:9]2[C:4](=[CH:5][CH:6]=[C:7]([C:11]([OH:13])=[O:12])[CH:8]=2)[NH:3]1. Reported procedure: A mixture of 2-oxo-2,3-dihydro-1H-indole-5-carboxylic acid (44.5 mg, 0.25 mmol), 4-oxo-4,5,6,7-tetrahydro-2H-pyrrolo[3,4-c]pyridine-1-carbaldehyde (41 mg, 0.25 mmol) and 0.1 mL of piperidine in ethanol (1 mL) was heated in a sealed tube at 80° C. for 6 hours. The precipitate was collected by vacuum filtration, washed with cold ethanol. The solid was then dissolved in methanol, the insoluble materials were removed and the filtrate was concentrated to give 20 mg (25%) of the title compound as a ye...